Dataset: the Open Reaction Database (ORD), a public repository of structured organic reaction records. Task: describe an organic reaction: reactants, conditions, products, and yield Reactants: C(C)(C)(C)OC(NC1=C(C=C(C(=C1)Cl)C(F)(F)F)N)=O ((2-amino-5-chloro-4-trifluoromethyl-phenyl)-carbamic acid tert-butyl ester), C(C)(C)(C)OC(CC(=O)C1=CC(=CC=C1)C1=CC(=NO1)C)=O (3-[3-(3-methyl-isoxazol-5-yl)-phenyl]-3-oxo-propionic acid tert-butyl ester). The product is C(C)(C)(C)OC(NC1=C(C=C(C(=C1)Cl)C(F)(F)F)NC(CC(=O)C1=CC(=CC=C1)C1=CC(=NO1)C)=O)=O ((5-Chloro-2-{3-[3-(3-methyl-isoxazol-5-yl)-phenyl]-3-oxo-propionylamino}-4-trifluoromethyl-phenyl)-carbamic Acid tert-Butyl Ester), solid. Yield: 39.0%. Reaction SMILES: [C:1]([O:5][C:6](=[O:20])[NH:7][C:8]1[CH:13]=[C:12]([Cl:14])[C:11]([C:15]([F:18])([F:17])[F:16])=[CH:10][C:9]=1[NH2:19])([CH3:4])([CH3:3])[CH3:2].C([O:25][C:26](=O)[CH2:27][C:28]([C:30]1[CH:35]=[CH:34][CH:33]=[C:32]([C:36]2[O:40][N:39]=[C:38]([CH3:41])[CH:37]=2)[CH:31]=1)=[O:29])(C)(C)C>>[C:1]([O:5][C:6](=[O:20])[NH:7][C:8]1[CH:13]=[C:12]([Cl:14])[C:11]([C:15]([F:17])([F:18])[F:16])=[CH:10][C:9]=1[NH:19][C:26](=[O:25])[CH2:27][C:28]([C:30]1[CH:35]=[CH:34][CH:33]=[C:32]([C:36]2[O:40][N:39]=[C:38]([CH3:41])[CH:37]=2)[CH:31]=1)=[O:29])([CH3:4])([CH3:2])[CH3:3]. Procedure: The title compound was prepared from (2-amino-5-chloro-4-trifluoromethyl-phenyl)-carbamic acid tert-butyl ester (Example J14) (311 mg, 1.0 mmol) and 3-[3-(3-methyl-isoxazol-5-yl)-phenyl]-3-oxo-propionic acid tert-butyl ester (Example K4) (301 mg, 1.0 mmol) according to the general procedure M. Obtained as an off-white solid (210 mg, 39%).